Dataset: the Open Reaction Database (ORD), a public repository of structured organic reaction records. Task: describe an organic reaction: reactants, conditions, products, and yield The reactants are BrCC1=CC2=CC=CC=C2C=C1 (2-bromomethylnaphthalene), [Na] (Sodium), C(C)O (ethanol), C(CC)(=O)CC(=O)OCC (ethyl propionylacetate). The solvent is C(C)O.O1CCCC1 (ethanol tetrahydrofuran). Yields the product C(C)OC(CC(C(C)CC1=CC2=CC=CC=C2C=C1)=O)=O (ethyl-α-(2-naphthalenylmethyl)propionylacetate). As a reaction SMILES: [Na].C(O)C.[C:5]([CH2:9][C:10]([O:12][CH2:13][CH3:14])=[O:11])(=[O:8])[CH2:6][CH3:7].Br[CH2:16][C:17]1[CH:26]=[CH:25][C:24]2[C:19](=[CH:20][CH:21]=[CH:22][CH:23]=2)[CH:18]=1>C(O)C.O1CCCC1>[CH2:13]([O:12][C:10](=[O:11])[CH2:9][C:5](=[O:8])[CH:6]([CH2:16][C:17]1[CH:26]=[CH:25][C:24]2[C:19](=[CH:20][CH:21]=[CH:22][CH:23]=2)[CH:18]=1)[CH3:7])[CH3:14] |f:4.5,^1:0|. Procedure: Sodium (1.25 g) was added to 60 mL of absolute ethanol under nitrogen atmosphere at room temperature. When all of the metal had reacted the mixture was cooled in ice and ethyl propionylacetate was added in one portion. The reaction mixture was brought to reflux temperature for 0.25 hours, an ethanol-tetrahydrofuran solution (10:1, 120 mL) of 2-bromomethylnaphthalene (10 g) added, and the resulting mixture heated at reflux temperature 15 hours. The reaction mixture was cooled to room temperature ... The reactants are C(C)OC(C(C(=O)OCC)C1=C(C=NC=C1)[N+](=O)[O-])=O (3-nitro-4-pyridinyl-propanedioic acid diethyl ester), [Cl-].[Li+] (lithium chloride), O (water), CS(=O)C (DMSO). Solvent: C(C)(=O)OCC (ethyl acetate). Reaction conditions: temperature 100 celsius. Product: C(C)OC(CC1=C(C=NC=C1)[N+](=O)[O-])=O (3-Nitro-4-pyridineacetic acid ethyl ester). The yield is 68.2%. Reaction SMILES: [CH2:1]([O:3][C:4](=[O:20])[CH:5]([C:11]1[CH:16]=[CH:15][N:14]=[CH:13][C:12]=1[N+:17]([O-:19])=[O:18])C(OCC)=O)[CH3:2].[Cl-].[Li+].O.CS(C)=O>C(OCC)(=O)C>[CH2:1]([O:3][C:4](=[O:20])[CH2:5][C:11]1[CH:16]=[CH:15][N:14]=[CH:13][C:12]=1[N+:17]([O-:19])=[O:18])[CH3:2] |f:1.2|. Procedure: To a 100 ml RB flask was added 1.5 g (5.3 mmol) of 3-nitro-4-pyridinyl-propanedioic acid diethyl ester, 0.450 g (10.6 mmol) of lithium chloride, 0.095 g (5.3 mmol) of water and 35 mL of DMSO. The solution was heated at 100° C. for 4 h. The cooled reaction mixture was diluted with ethyl acetate (50 mL) and washed successively with water (50 mL) and brine (50 mL). The organic phase was dried over sodium sulfate, filtered and concentrated, and the residue was chromatographed on silica gel eluting w...